Dataset: the Open Reaction Database (ORD), a public repository of structured organic reaction records. Task: describe an organic reaction: reactants, conditions, products, and yield The reactants are NC1=C(C=C(C=N1)C1=CC(N(C1)C(=O)OC(C)(C)C)=O)C1=CC(=C(C=C1)C(=O)OC(C)(C)C)F (tert-butyl 4-(6-amino-5-(4-(tert-butoxycarbonyl)-3-fluorophenyl)pyridin-3-yl)-2-oxo-2,5-dihydro-1H-pyrrole-1-carboxylate), C(=O)(C(F)(F)F)O (TFA). The solvent is C1(=CC=CC=C1)C (toluene). Run at time 1 hour. The product is NC1=NC=C(C=C1C1=CC(=C(C(=O)O)C=C1)F)C=1CNC(C1)=O (4-(2-amino-5-(5-oxo-2,5-dihydro-1H-pyrrol-3-yl)pyridin-3-yl)-2-fluorobenzoic acid). As a reaction SMILES: [NH2:1][C:2]1[N:7]=[CH:6][C:5]([C:8]2[CH2:12][N:11](C(OC(C)(C)C)=O)[C:10](=[O:20])[CH:9]=2)=[CH:4][C:3]=1[C:21]1[CH:26]=[CH:25][C:24]([C:27]([O:29]C(C)(C)C)=[O:28])=[C:23]([F:34])[CH:22]=1.C(O)(C(F)(F)F)=O>C1(C)C=CC=CC=1>[NH2:1][C:2]1[C:3]([C:21]2[CH:26]=[CH:25][C:24]([C:27]([OH:29])=[O:28])=[C:23]([F:34])[CH:22]=2)=[CH:4][C:5]([C:8]2[CH2:12][NH:11][C:10](=[O:20])[CH:9]=2)=[CH:6][N:7]=1. Procedure details: To tert-butyl 4-(6-amino-5-(4-(tert-butoxycarbonyl)-3-fluorophenyl)pyridin-3-yl)-2-oxo-2,5-dihydro-1H-pyrrole-1-carboxylate (158 mg, 0.337 mmol) was added TFA (2 mL, 26.0 mmol). The reaction mixture was stirred at room temperature for 1 h. After toluene was added, the volatile solvents were evaporated. The crude product was used for the next step. LCMS(m/z): 314.2 (MH+), 0.382 min.